Dataset: the Open Reaction Database (ORD), a public repository of structured organic reaction records. Task: describe an organic reaction: reactants, conditions, products, and yield Starting materials: NC=1C=CC=C2C=CC=NC12 (8-aminoquinoline), N1=CC(=CC2=CC=CC=C12)S(=O)(=O)Cl (quinoline-3-sulfonyl chloride). Reagents/catalysts: CN(C)C=1C=CN=CC1 (DMAP). Product: N1=CC=CC2=CC=CC(=C12)NS(=O)(=O)C=1C=NC2=CC=CC=C2C1 (Quinoline-3-sulfonic acid quinolin-8-ylamide). The yield is 20.9%. As a reaction SMILES: [NH2:1][C:2]1[CH:3]=[CH:4][CH:5]=[C:6]2[C:11]=1[N:10]=[CH:9][CH:8]=[CH:7]2.[N:12]1[C:21]2[C:16](=[CH:17][CH:18]=[CH:19][CH:20]=2)[CH:15]=[C:14]([S:22](Cl)(=[O:24])=[O:23])[CH:13]=1>CN(C1C=CN=CC=1)C>[N:10]1[C:11]2[C:6](=[CH:5][CH:4]=[CH:3][C:2]=2[NH:1][S:22]([C:14]2[CH:13]=[N:12][C:21]3[C:16]([CH:15]=2)=[CH:17][CH:18]=[CH:19][CH:20]=3)(=[O:23])=[O:24])[CH:7]=[CH:8][CH:9]=1. Procedure: In a similar fashion using route 14 general procedure 27, 8-aminoquinoline (57 mg, 0.40 mmol), quinoline-3-sulfonyl chloride (10 mg, 0.44 mmol) and DMAP (cat.) gave the title compound (28 mg, 21%). Reactants: Nc1cc(Br)ncc1[N+](=O)[O-], [H-], [Na+], CN(C)C=O, COC(=O)c1cccc(O)c1. Yields the product COC(=O)c1cccc(Oc2cc(N)c([N+](=O)[O-])cn2)c1. Reaction SMILES: [Br:1][c:2]1[n:3][cH:4][c:5]([N+:9](=[O:10])[O-:11])[c:6]([NH2:8])[cH:7]1.[H-:24].[Na+:23].[O:25]=[CH:26][N:27]([CH3:28])[CH3:29].[OH:12][c:13]1[cH:14][c:15]([C:16](=[O:17])[O:18][CH3:19])[cH:20][cH:21][cH:22]1>>[c:2]1([O:12][c:13]2[cH:14][c:15]([C:16](=[O:17])[O:18][CH3:19])[cH:20][cH:21][cH:22]2)[n:3][cH:4][c:5]([N+:9](=[O:10])[O-:11])[c:6]([NH2:8])[cH:7]1.